Dataset: the Open Reaction Database (ORD), a public repository of structured organic reaction records. Task: describe an organic reaction: reactants, conditions, products, and yield The product is NC=1SC2=C(N=C(N=C2N[C@@H](CO)C)SC=2N=NSC2Cl)N1 ((2R)-2-[[2-amino-5-[(5-chloro-1,2,3-thiadiazol-4-yl)thio]thiazolo[4,5-d]pyrimidin-7-yl]amino]-1-propanol). Reaction SMILES: [NH2:1][C:2]1[S:3][C:4]2[C:9]([NH:10][C@H:11]([CH3:14])[CH2:12][OH:13])=[N:8][C:7]([SH:15])=[N:6][C:5]=2[N:16]=1.[Cl:17][C:18]1[S:22][N:21]=[N:20][C:19]=1CCl>>[NH2:1][C:2]1[S:3][C:4]2[C:9]([NH:10][C@H:11]([CH3:14])[CH2:12][OH:13])=[N:8][C:7]([S:15][C:19]3[N:20]=[N:21][S:22][C:18]=3[Cl:17])=[N:6][C:5]=2[N:16]=1. Starting materials: NC=1SC2=C(N=C(N=C2N[C@@H](CO)C)S)N1 (2-[(2-amino-5-mercaptothiazolo[4,5-d]pyrimidin-7-yl)amino]-(2R)-1-propanol), ClC1=C(N=NS1)CCl (5-chloro-4-(chloromethyl)-1,2,3-thiadiazole). Reported procedure: Prepared by the method of example 32 step c), using the product of example 32 step b) and 5-chloro-4-(chloromethyl)-1,2,3-thiadiazole. Starting materials: CO, [Na+], c1ccc(CCC2CO2)cc1, [OH-], NCCOS(=O)(=O)O. Product: O=S(=O)(O)OCCNCC(O)CCc1ccccc1. As a reaction SMILES: [CH3:20][OH:21].[Na+:23].[O:1]1[CH2:2][CH:3]1[CH2:4][CH2:5][c:6]1[cH:7][cH:8][cH:9][cH:10][cH:11]1.[OH-:22].[S:12](=[O:13])(=[O:14])([O:15][CH2:16][CH2:17][NH2:18])[OH:19]>>[OH:1][CH:3]([CH2:2][NH:18][CH2:17][CH2:16][O:15][S:12](=[O:13])(=[O:14])[OH:19])[CH2:4][CH2:5][c:6]1[cH:7][cH:8][cH:9][cH:10][cH:11]1. Reactants: C(#N)C1(CCOCC1)NC(OC(C)(C)C)=O (tert-butyl (4-cyanotetrahydro-2H-pyran-4-yl)carbamate). The reagents and catalysts are [Ni] (Raney Nickel). Solvent: C(C)(C)O (isopropanol), N (ammonia). Reaction conditions: time 36 hour. Yields the product NCC1(CCOCC1)NC(OC(C)(C)C)=O (tert-butyl [4-(aminomethyl)tetrahydro-2H-pyran-4-yl]carbamate). As a reaction SMILES: [C:1]([C:3]1([NH:9][C:10](=[O:16])[O:11][C:12]([CH3:15])([CH3:14])[CH3:13])[CH2:8][CH2:7][O:6][CH2:5][CH2:4]1)#[N:2]>[Ni].C(O)(C)C.N>[NH2:2][CH2:1][C:3]1([NH:9][C:10](=[O:16])[O:11][C:12]([CH3:14])([CH3:13])[CH3:15])[CH2:4][CH2:5][O:6][CH2:7][CH2:8]1. Procedure details: A mixture of tert-butyl (4-cyanotetrahydro-2H-pyran-4-yl)carbamate (59 g, 260 mmol) and Raney Nickel (25 g) in isopropanol and ammonia (700 mL) was stirred under a hydrogen atmosphere. After 36 hours, the solids were filtered and the filtrate was concentrated under reduced pressure. The residue was recrystallized from DCM (60 mL) to afford tert-butyl [4-(aminomethyl)tetrahydro-2H-pyran-4-yl]carbamate. MS ESI calc'd. for C11H23N2O3 [M+H]+ 231. found 231. 1H NMR (400 MHz, CDCl3) δ 4.42 (s, 1H), 3.... Starting materials: ClC1=CC=C(C=C1)C1=NC=2N(C(=C1)C(F)(F)F)N=CC2C(=O)O (5-(4-chloro-phenyl)-7-trifluoromethyl-pyrazolo[1,5-a]pyrimidine-3-carboxylic acid), NC=1C=C(C=CC1)S(=O)(=O)NC1CC1 (3-amino-N-cyclopropyl-benzenesulfonamide). Yields the product C1(CC1)NS(=O)(=O)C=1C=C(C=CC1)NC(=O)C=1C=NN2C1N=C(C=C2C(F)(F)F)C2=CC=C(C=C2)Cl (5-(4-Chloro-phenyl)-7-trifluoromethyl-pyrazolo[1,5-a]pyrimidine-3-carboxylic acid(3-cyclopropylsulfamoyl-phenyl)-amide). As a reaction SMILES: [Cl:1][C:2]1[CH:7]=[CH:6][C:5]([C:8]2[CH:13]=[C:12]([C:14]([F:17])([F:16])[F:15])[N:11]3[N:18]=[CH:19][C:20]([C:21]([OH:23])=O)=[C:10]3[N:9]=2)=[CH:4][CH:3]=1.[NH2:24][C:25]1[CH:26]=[C:27]([S:31]([NH:34][CH:35]2[CH2:37][CH2:36]2)(=[O:33])=[O:32])[CH:28]=[CH:29][CH:30]=1>>[CH:35]1([NH:34][S:31]([C:27]2[CH:26]=[C:25]([NH:24][C:21]([C:20]3[CH:19]=[N:18][N:11]4[C:12]([C:14]([F:17])([F:16])[F:15])=[CH:13][C:8]([C:5]5[CH:4]=[CH:3][C:2]([Cl:1])=[CH:7][CH:6]=5)=[N:9][C:10]=34)=[O:23])[CH:30]=[CH:29][CH:28]=2)(=[O:33])=[O:32])[CH2:37][CH2:36]1. Procedure details: The title compound was prepared from 5-(4-chloro-phenyl)-7-trifluoromethyl-pyrazolo[1,5-a]pyrimidine-3-carboxylic acid (example C.4) and 3-amino-N-cyclopropyl-benzenesulfonamide [CAS 459434-39-0] according to general procedure II. Yellow solid. MS (ISP) 534.1 [(M−H)−]; mp 257° C. Reactants: FC(C=1C=C(C=CC1C#N)Cl)(F)F (3-(trifluoromethyl)-4-cyano chloro benzene), COCCOCCOCCOC (triglyme), CC1(C(NC(N1)=O)=O)C (5,5-dimethyl hydantoin), cuprous oxide. Conditions: temperature -10 celsius, time 4 hour. Yields the product CC1(NC(N(C1=O)C1=CC(=C(C#N)C=C1)C(F)(F)F)=O)C (4-(4,4-dimethyl-2,5-dioxo-1-imidazolidinyl)-2-(trifluoromethyl)-benzonitrile). Yield: 30.7%. RXN SMILES: [F:1][C:2]([F:13])([F:12])[C:3]1[CH:4]=[C:5](Cl)[CH:6]=[CH:7][C:8]=1[C:9]#[N:10].COCCOCCOCCOC.[CH3:26][C:27]1([CH3:34])[NH:31][C:30](=[O:32])[NH:29][C:28]1=[O:33]>>[CH3:26][C:27]1([CH3:34])[C:28](=[O:33])[N:29]([C:5]2[CH:6]=[CH:7][C:8]([C:9]#[N:10])=[C:3]([C:2]([F:13])([F:12])[F:1])[CH:4]=2)[C:30](=[O:32])[NH:31]1. Procedure details: 4.47 g of the product obtained in Stage 1 above, 11.2 ml of triglyme, 2.78 g of 5,5-dimethyl hydantoin and 1.34 g of cuprous oxide are introduced then the suspension is agitated and taken to 215° C. for 4 hours. Then it is returned to ambient temperature, followed by filtering, washing with 4.5 ml of triglyme and agitating without exceeding 25° C., 4.5 ml of 22°Be concentrated ammonium hydroxide, 26 ml of water and 4.5 ml of toluene. Agitation is carried out for 15 minutes at 20° C. then the rea... Reactants: C(c1ccnc2c1c(c[nH]2)[Cl])=O, CC1=CN=C(C=C1)N, [C-]#[N+]C1CCCCC1. Reagents/catalysts: O=C(O)C(F)(F)F (trifluoroacetic acid). The solvent is CC(C)O (isopropyl alcohol), CC(C)O (isopropylalcohol). Reaction conditions: temperature 22 celsius, time 20 hour. Yields the product Cc1ccc2nc(c3ccnc4c3c(c[nH]4)[Cl])c(NC3CCCCC3)n2c1. The yield is 3.0%. As a reaction SMILES: CC1=CC=C(N)N=C1.[C-]#[N+]C1CCCCC1.ClC1=CNC2=C1C(C=O)=CC=N2>>CC1=CN2C(C=C1)=NC(=C2NC1CCCCC1)C1=CC=NC2=C1C(Cl)=CN2. The reactants are CCCCC([Sn])=C(CCCC)CCCC, CCO, CC#N, Cc1ccccc1NS(=O)(=O)c1cc(I)c2occc2c1, O. Yields the product C=Cc1cc(S(=O)(=O)Nc2ccccc2C)cc2ccoc12. Reaction SMILES: [CH2:22]([CH2:23][CH2:35][CH3:36])[C:24]([Sn:25])=[C:26]([CH2:27][CH2:28][CH2:29][CH3:30])[CH2:31][CH2:32][CH2:33][CH3:34].[CH2:41]([OH:42])[CH3:43].[CH3:37][C:38]#[N:39].[I:1][c:2]1[cH:3][c:4]([S:11](=[O:12])(=[O:13])[NH:14][c:15]2[c:16]([CH3:21])[cH:17][cH:18][cH:19][cH:20]2)[cH:5][c:6]2[cH:7][cH:8][o:9][c:10]12.[OH2:40]>>[c:2]1([CH:22]=[CH2:23])[cH:3][c:4]([S:11](=[O:12])(=[O:13])[NH:14][c:15]2[c:16]([CH3:21])[cH:17][cH:18][cH:19][cH:20]2)[cH:5][c:6]2[cH:7][cH:8][o:9][c:10]12. The reactants are CCCCCN, Cc1csc2c(Cl)nc(Cl)nc12, CN(C)C=O, O. Yields the product CCCCCNc1nc(Cl)nc2c(C)csc12. Reaction SMILES: [CH2:13]([CH2:14][CH2:15][CH2:16][CH3:17])[NH2:18].[Cl:1][c:2]1[n:3][c:4]([Cl:12])[c:5]2[c:6]([n:7]1)[c:8]([CH3:11])[cH:9][s:10]2.[O:20]=[CH:21][N:22]([CH3:23])[CH3:24].[OH2:19]>>[Cl:1][c:2]1[n:3][c:4]([NH:18][CH2:13][CH2:14][CH2:15][CH2:16][CH3:17])[c:5]2[c:6]([n:7]1)[c:8]([CH3:11])[cH:9][s:10]2.